From a dataset of the Open Reaction Database (ORD), a public repository of structured organic reaction records. describe an organic reaction: reactants, conditions, products, and yield The reactants are C(#N)CCCCCCN(CCN(CC(=O)O)CC(=O)O)CCN(CC(=O)O)CC(=O)O ([((6-cyanohexyl)imino)bis(ethylenenitrilo)]tetraacetic acid). Reagents/catalysts: [Pt]=O (platinum oxide). Run in C(C)(=O)O (acetic acid). Product: NCCCCCCCN(CCN(CC(=O)O)CC(=O)O)CCN(CC(=O)O)CC(=O)O ([((7-aminoheptyl)imino)bis(ethylenenitrilo)]tetraacetic acid). Yield: 82.1%. Reaction SMILES: [C:1]([CH2:3][CH2:4][CH2:5][CH2:6][CH2:7][CH2:8][N:9]([CH2:21][CH2:22][N:23]([CH2:28][C:29]([OH:31])=[O:30])[CH2:24][C:25]([OH:27])=[O:26])[CH2:10][CH2:11][N:12]([CH2:17][C:18]([OH:20])=[O:19])[CH2:13][C:14]([OH:16])=[O:15])#[N:2]>C(O)(=O)C.[Pt]=O>[NH2:2][CH2:1][CH2:3][CH2:4][CH2:5][CH2:6][CH2:7][CH2:8][N:9]([CH2:21][CH2:22][N:23]([CH2:24][C:25]([OH:27])=[O:26])[CH2:28][C:29]([OH:31])=[O:30])[CH2:10][CH2:11][N:12]([CH2:13][C:14]([OH:16])=[O:15])[CH2:17][C:18]([OH:20])=[O:19]. Reported procedure: A solution of [((6-cyanohexyl)imino)bis(ethylenenitrilo)]tetraacetic acid (0.85g, 0.0019 mol) in acetic acid (50 ml) was treated with platinum oxide (0.15g) and hydrogenated at 45 psi overnight. The catalyst was removed by filtration through celite and the filter pad was rinsed with water. The solvent was removed under reduced pressure to yield crude product, which was chromatographed on a Bio Rad AG 1×8 ion exchange resin in the formate form. Elution with water gave pure [((7-aminoheptyl)imino)... Reactants: Cl, [Na+], [OH-], CCOC(=O)c1cnn2c(S)cc(C)nc12. Yields the product Cc1cc(S)n2ncc(C(=O)O)c2n1. RXN SMILES: [ClH:17].[Na+:19].[OH-:18].[SH:1][c:2]1[cH:3][c:4]([CH3:16])[n:5][c:6]2[n:7]1[n:8][cH:9][c:10]2[C:11](=[O:12])[O:13][CH2:14][CH3:15]>>[SH:1][c:2]1[cH:3][c:4]([CH3:16])[n:5][c:6]2[n:7]1[n:8][cH:9][c:10]2[C:11](=[O:12])[OH:13]. Reactants: CC=1C=CC=C2C(=CNC12)SCC#N (7-methylindol-3-ylthioacetonitrile), [H-].[Al+3].[Li+].[H-].[H-].[H-] (lithium aluminum hydride), [Al+3].[Cl-].[Cl-].[Cl-] (AlCl3). The solvent is CCOCC (ether). Yields the product NCCSC1=CNC2=C(C=CC=C12)C (3-[(2-aminoethyl)thio]-7-methylindole). Reaction SMILES: [CH3:1][C:2]1[CH:3]=[CH:4][CH:5]=[C:6]2[C:10]=1[NH:9][CH:8]=[C:7]2[S:11][CH2:12][C:13]#[N:14].[H-].[Al+3].[Li+].[H-].[H-].[H-].[Al+3].[Cl-].[Cl-].[Cl-]>CCOCC>[NH2:14][CH2:13][CH2:12][S:11][C:7]1[C:6]2[C:10](=[C:2]([CH3:1])[CH:3]=[CH:4][CH:5]=2)[NH:9][CH:8]=1 |f:1.2.3.4.5.6,7.8.9.10|. Reported procedure: The ether solution was separated and dried over MgSO4. The filtered solution was evaporated in vacuo to give 24.4 g (66%) of 7-methylindol-3-ylthioacetonitrile as a tan solid. An ether solution of 14.1 g (70 mmole) of the nitrile was treated with 2.7 g (70 mmole) of lithium aluminum hydride and 9.5 g (70 mmole) of AlCl3. The dried ether solution was evaporated in vacuo to give 3-[(2-aminoethyl)thio]-7-methylindole which was crystalized from isopropanol to give 6.2 g of tan crystals. Reactants: C1(=CC=C(C=C1)COC=1C=C(C=O)C=CC1)C1=CC=CC=C1 (3-(biphenyl-4-ylmetoxy)benzaldehyde), S1C(NC(C1)=O)=O (2,4-thiazolidinedione), N1CCCCC1 (piperidine). Solvent: C(C)O (ethanol). The yield is 28.5%. Reaction SMILES: [C:1]1([C:17]2[CH:22]=[CH:21][CH:20]=[CH:19][CH:18]=2)[CH:6]=[CH:5][C:4]([CH2:7][O:8][C:9]2[CH:10]=[C:11]([CH:14]=[CH:15][CH:16]=2)[CH:12]=O)=[CH:3][CH:2]=1.[S:23]1[CH2:27][C:26](=[O:28])[NH:25][C:24]1=[O:29].N1CCCCC1>C(O)C>[C:1]1([C:17]2[CH:18]=[CH:19][CH:20]=[CH:21][CH:22]=2)[CH:2]=[CH:3][C:4]([CH2:7][O:8][C:9]2[CH:10]=[C:11]([CH:14]=[CH:15][CH:16]=2)[CH:12]=[C:27]2[S:23][C:24](=[O:29])[NH:25][C:26]2=[O:28])=[CH:5][CH:6]=1. Procedure details: A mixture of the above benzaldehyde (500 g, 17 mmol), 2,4-thiazolidinedione (3.03 g, 26 mmol) and piperidine (0.35 ml, 3.5 mmol) in ethanol (75 ml) was stirred at reflux temperature for 16 h. The reaction mixture was cooled and the precipitated was filtered off and washed thoroughly with ethanol and dried in vacuo at 50° C. The solid was first washed with a mixture of ethyl acetate, heptane and dichloromethane (1:1:6, 40 ml) and then washed with dichloromethane (20 ml). Drying in vacuo at 50° C.... The product is C1(=CC=C(C=C1)COC=1C=C(C=C2C(NC(S2)=O)=O)C=CC1)C1=CC=CC=C1 (5-(3-(Biphenyl-4-ylmetoxy)benzylidene)-2,4-thiazolidinedione). Starting materials: NC1=NC(=NC(=N1)N(C)C)OC (2-amino-4-dimethylamino-6-methoxy-1,3,5-triazine), CC1=C(C=CC=C1)S(=O)(=O)N=C=O (2-methylbenzenesulfonyl isocyanate). The solvent is C(Cl)Cl (methylene chloride), C(Cl)Cl (methylene chloride). Conditions: time 24 hour. The product is CN(C1=NC(=NC(=N1)OC)NC(=O)NS(=O)(=O)C1=C(C=CC=C1)C)C (N-[(4-Dimethylamino-6-methoxy-1,3,5-triazin-2-yl)aminocarbonyl]-2-methylbenzenesulfonamide). Reaction SMILES: [NH2:1][C:2]1[N:7]=[C:6]([N:8]([CH3:10])[CH3:9])[N:5]=[C:4]([O:11][CH3:12])[N:3]=1.[CH3:13][C:14]1[CH:19]=[CH:18][CH:17]=[CH:16][C:15]=1[S:20]([N:23]=[C:24]=[O:25])(=[O:22])=[O:21]>C(Cl)Cl>[CH3:10][N:8]([CH3:9])[C:6]1[N:5]=[C:4]([O:11][CH3:12])[N:3]=[C:2]([NH:1][C:24]([NH:23][S:20]([C:15]2[CH:16]=[CH:17][CH:18]=[CH:19][C:14]=2[CH3:13])(=[O:22])=[O:21])=[O:25])[N:7]=1. Procedure details: To a stirred solution of 0.85 g of 2-amino-4-dimethylamino-6-methoxy-1,3,5-triazine in 40 ml of methylene chloride was added, dropwise, 1.0 g of 2-methylbenzenesulfonyl isocyanate in 10 ml of methylene chloride. After stirring 24 hours, the resulting solution was evaporated to yield a solid. Recrystallization from benzene/hexane yielded the product named above melting at 194°-198°.